The task is: describe an organic reaction: reactants, conditions, products, and yield. This data is from the Open Reaction Database (ORD), a public repository of structured organic reaction records. Reactants: CC1(OCCO1)CCCCN1N=CC(=C1)[N+](=O)[O-] (1-[4-(2-methyl-[1,3]dioxolan-2-yl)-butyl]-4-nitro-1H-pyrazole), [NH4+].[Cl-] (NH4Cl), N#N (N2). The reagents and catalysts are [Fe] (iron). Solvent: CCO (EtOH), O (water). Reaction conditions: temperature 75 celsius, time 30 minute. Yields the product CC1(OCCO1)CCCCN1N=CC(=C1)N (1-[4-(2-Methyl-[1,3]dioxolan-2-yl)-butyl]-1H-pyrazol-4-ylamine). As a reaction SMILES: N#N.[CH3:3][C:4]1([CH2:9][CH2:10][CH2:11][CH2:12][N:13]2[CH:17]=[C:16]([N+:18]([O-])=O)[CH:15]=[N:14]2)[O:8][CH2:7][CH2:6][O:5]1.[NH4+].[Cl-]>CCO.O.[Fe]>[CH3:3][C:4]1([CH2:9][CH2:10][CH2:11][CH2:12][N:13]2[CH:17]=[C:16]([NH2:18])[CH:15]=[N:14]2)[O:8][CH2:7][CH2:6][O:5]1 |f:2.3|. Procedure: In a flame dried round-bottomed flask equipped with a magnetic stir bar and under inert atmosphere (N2), a mixture of 1-[4-(2-methyl-[1,3]dioxolan-2-yl)-butyl]-4-nitro-1H-pyrazole (1.80 g, 7.05 mmol), iron powder (1.20 g, 21.26 mmol) and NH4Cl (1.90 g, 35.25 mmol) in a mixture of EtOH (46.0 mL) and water (23.0 mL) was stirred at 75° C. for 30 min. The reaction mixture was filtered while hot and concentrated under reduced pressure. CH2Cl2 (400 mL) was added followed by 1M NaOH (100 mL). The aq. l... Starting materials: O(C1=CC=CC=C1)C1=CC=C(C=C1)C1=NN(C2=NC=NC(=C21)N)C2CCNCC2 (3-(4-phenoxyphenyl)-1-(4-piperidyl)-1H-pyrazolo[3,4-d]pyrimidin-4-amine), Cl.C(C)N(CCC(=O)O)CC (3-(diethylamino)propionic acid hydrochloride), Cl.CN(CCCN=C=NCC)C (1-(3-dimethylaminopropyl)-3-ethylcarbodiimide hydrochloride), CCN(C(C)C)C(C)C (N,N′-diisopropylethylamine), ON1N=NC2=C1N=CC=C2 (1-hydroxy-7-azabenzotriazole). The solvent is CN(C=O)C (N,N-dimethylformamide). Product: C(C)(=O)O.NC1=C2C(=NC=N1)N(N=C2C2=CC=C(C=C2)OC2=CC=CC=C2)C2CCN(CC2)C(CCN(CC)CC)=O (1-{4-[4-amino-3-(4-phenoxyphenyl)-1H-pyrazolo[3,4-d]pyrimidin-1-yl]piperidino}-3-(diethylamino)-1-propanone acetate). Isolated yield 68.6%. Reaction SMILES: [O:1]([C:8]1[CH:13]=[CH:12][C:11]([C:14]2[C:22]3[C:17](=[N:18][CH:19]=[N:20][C:21]=3[NH2:23])[N:16]([CH:24]3[CH2:29][CH2:28][NH:27][CH2:26][CH2:25]3)[N:15]=2)=[CH:10][CH:9]=1)[C:2]1[CH:7]=[CH:6][CH:5]=[CH:4][CH:3]=1.Cl.[CH2:31]([N:33]([CH2:39][CH3:40])[CH2:34][CH2:35][C:36]([OH:38])=[O:37])[CH3:32].Cl.CN(C)CCCN=C=NCC.CCN(C(C)C)C(C)C.ON1C2N=CC=CC=2N=N1>CN(C)C=O>[C:36]([OH:38])(=[O:37])[CH3:35].[NH2:23][C:21]1[N:20]=[CH:19][N:18]=[C:17]2[N:16]([CH:24]3[CH2:29][CH2:28][N:27]([C:36](=[O:37])[CH2:35][CH2:34][N:33]([CH2:39][CH3:40])[CH2:31][CH3:32])[CH2:26][CH2:25]3)[N:15]=[C:14]([C:11]3[CH:10]=[CH:9][C:8]([O:1][C:2]4[CH:7]=[CH:6][CH:5]=[CH:4][CH:3]=4)=[CH:13][CH:12]=3)[C:22]=12 |f:1.2,3.4,8.9|. Procedure details: A mixture of 3-(4-phenoxyphenyl)-1-(4-piperidyl)-1H-pyrazolo[3,4-d]pyrimidin-4-amine (0.054 g, 0.00014 mol), 3-(diethylamino)propionic acid hydrochloride (0.0032 g, 0.000175 mol), 1-(3-dimethylaminopropyl)-3-ethylcarbodiimide hydrochloride (0.0034 g, 0.000175 mol), N,N′-diisopropylethylamine (0.068 g, 0.00053 mol) and 1-hydroxy-7-azabenzotriazole (0.019 g, 0.00014 mol) in anhydrous N,N-dimethylformamide (6 mL) was stirred for eighteen hours at room temperature. The solvent was removed under redu... Starting materials: C/C(/C(=O)OCC)=C\C1=CC(=C(C(=C1)F)F)F ((E)-ethyl 2-methyl-3-(3,4,5-trifluorophenyl)acrylate), C/C(/C(=O)OCC)=C\C1=CC(=C(C(=C1)F)F)F ((E)-ethyl 2-methyl-3-(3,4,5-trifluorophenyl)acrylate), C1(=CC=CC=C1)O (phenol), C(=O)([O-])[O-].[K+].[K+] (K2CO3). Run in CN(C)C=O (DMF). Conditions: time 3 hour. Product: FC=1C=C(C=C(C1OC1=CC=CC=C1)F)/C=C(/C(=O)OCC)\C ((E)-ethyl 3-(3,5-difluoro-4-phenoxyphenyl)-2-methylacrylate). Isolated yield 88.8%. As a reaction SMILES: [CH3:1]/[C:2](=[CH:8]\[C:9]1[CH:14]=[C:13]([F:15])[C:12](F)=[C:11]([F:17])[CH:10]=1)/[C:3]([O:5][CH2:6][CH3:7])=[O:4].[C:18]1([OH:24])[CH:23]=[CH:22][CH:21]=[CH:20][CH:19]=1.C([O-])([O-])=O.[K+].[K+]>CN(C=O)C>[F:15][C:13]1[CH:14]=[C:9](/[CH:8]=[C:2](\[CH3:1])/[C:3]([O:5][CH2:6][CH3:7])=[O:4])[CH:10]=[C:11]([F:17])[C:12]=1[O:24][C:18]1[CH:23]=[CH:22][CH:21]=[CH:20][CH:19]=1 |f:2.3.4|. Reported procedure: To a solution of (E)-ethyl 2-methyl-3-(3,4,5-trifluorophenyl)acrylate (Intermediate 41.1, 6.0 g, 24.56 mmol) in dry DMF (25 mL) under N2 was added phenol (2.774 g, 29.5 mmol) and K2CO3 (10.2 g, 73.68 mmol). The resulting solution was brought to 120° C. and stirred for 3 hours at which point TLC indicated complete conversion. The solvent was removed by rotary evaporation and the resulting residue brought up in EtOAc (200 mL) and washed with water (2×200 mL), 1N NaOH (2×200 mL) and brine (200 mL).... The reactants are C(C)(=O)OCC (ethyl acetate), O=C1N(C(SC1)=S)C1CC(CCC1)C(=O)O (3-(4-oxo-2-thioxo-thiazolidin-3-yl)-cyclohexanecarboxylic acid), ClC1=C(C=CC=C1)C1=CC=C(O1)C=O (5-(2-chloro-phenyl)-furan-2-carbaldehyde), C(C)(=O)O.C(C)(=O)O.C(CN)N (ethylenediamine diacetate). Run in C(C)O (ethanol). Reaction conditions: temperature 60 celsius. Yields the product ClC1=C(C=CC=C1)C1=CC=C(O1)C=C1C(N(C(S1)=S)C1CC(CCC1)C(=O)O)=O (3-{5-[1-[5-(2-chloro-phenyl)-furan-2-yl]-methylidene]-4-oxo-2-thioxo-thiazolidin-3-yl}-cyclohexanecarboxylic acid). Isolated yield 65.5%. Reaction SMILES: [O:1]=[C:2]1[CH2:6][S:5][C:4](=[S:7])[N:3]1[CH:8]1[CH2:13][CH2:12][CH2:11][CH:10]([C:14]([OH:16])=[O:15])[CH2:9]1.[Cl:17][C:18]1[CH:23]=[CH:22][CH:21]=[CH:20][C:19]=1[C:24]1[O:28][C:27]([CH:29]=O)=[CH:26][CH:25]=1.C(O)(=O)C.C(O)(=O)C.C(N)CN.C(OCC)(=O)C>C(O)C>[Cl:17][C:18]1[CH:23]=[CH:22][CH:21]=[CH:20][C:19]=1[C:24]1[O:28][C:27]([CH:29]=[C:6]2[S:5][C:4](=[S:7])[N:3]([CH:8]3[CH2:13][CH2:12][CH2:11][CH:10]([C:14]([OH:16])=[O:15])[CH2:9]3)[C:2]2=[O:1])=[CH:26][CH:25]=1 |f:2.3.4|. Procedure details: A mixture of 3-(4-oxo-2-thioxo-thiazolidin-3-yl)-cyclohexanecarboxylic acid (0.038 g, 0.15 mmol), 5-(2-chloro-phenyl)-furan-2-carbaldehyde (0.033 g, 0.16 mmol) (purchased from Aldrich Chemical Company) and ethylenediamine diacetate (0.029 g, 0.16 mmol) in ethanol (5 mL) was heated to 60° C. for 4 h. The mixture was poured into ethyl acetate (250 mL) and washed with 0.6 N aq sodium hydrogensulfite (2×50 mL). The organic layer was isolated, dried over anhydrous sodium sulfate and concentrated unde...